Dataset: the Open Reaction Database (ORD), a public repository of structured organic reaction records. Task: describe an organic reaction: reactants, conditions, products, and yield The reactants are ClCCCl, CCc1ccc([N+](=O)[O-])cc1C(=O)O, CN(C)C=O, NCC1CC1, Cl, Oc1cccc2[nH]nnc12. Yields the product CCc1ccc([N+](=O)[O-])cc1C(=O)NCC1CC1. RXN SMILES: [CH2:15]([Cl:16])[CH2:17][Cl:18].[CH2:1]([CH3:2])[c:3]1[c:4]([C:5](=[O:6])[OH:7])[cH:8][c:9]([N+:12](=[O:13])[O-:14])[cH:10][cH:11]1.[CH3:35][N:36]([CH3:37])[CH:38]=[O:39].[CH:20]1([CH2:23][NH2:24])[CH2:21][CH2:22]1.[ClH:19].[OH:25][c:26]1[c:27]2[n:28][n:29][nH:30][c:31]2[cH:32][cH:33][cH:34]1>>[CH2:1]([CH3:2])[c:3]1[c:4]([C:5](=[O:7])[NH:24][CH2:23][CH:20]2[CH2:21][CH2:22]2)[cH:8][c:9]([N+:12](=[O:13])[O-:14])[cH:10][cH:11]1. Starting materials: [BH4-], COC(=O)CCC(C)C1CCC2C3CC=C4C(C)(C)C(=O)CCC4(C)C3CCC12C, CO, [Na+]. Reaction SMILES: [BH4-:31].[CH3:1][O:2][C:3]([CH2:4][CH2:5][CH:6]([CH3:7])[CH:8]1[CH2:9][CH2:10][CH:11]2[CH:12]3[CH2:13][CH:14]=[C:15]4[C:16]([CH3:28])([CH3:29])[C:17](=[O:27])[CH2:18][CH2:19][C:20]4([CH3:21])[CH:22]3[CH2:23][CH2:24][C:25]12[CH3:26])=[O:30].[CH3:33][OH:34].[Na+:32]>>[CH3:1][O:2][C:3]([CH2:4][CH2:5][CH:6]([CH3:7])[CH:8]1[CH2:9][CH2:10][CH:11]2[CH:12]3[CH2:13][CH:14]=[C:15]4[C:16]([CH3:28])([CH3:29])[CH:17]([OH:27])[CH2:18][CH2:19][C:20]4([CH3:21])[CH:22]3[CH2:23][CH2:24][C:25]12[CH3:26])=[O:30]. The product is COC(=O)CCC(C)C1CCC2C3CC=C4C(C)(C)C(O)CCC4(C)C3CCC12C. Starting materials: NC1=C(C(=O)NC)C=C(C=C1)F (2-amino-5-fluoro-N-methylbenzamide), NC1=C2C(C(=CN(C2=CC=C1)C)C)=O (5-amino-1,3-dimethylquinolin-4(1H)-one), ( 60 ), ClC1=NC(=NC=C1C(F)(F)F)NC1=C(C=C(CP(OCC)(OCC)=O)C=C1)OC (diethyl (4-{[4-chloro-5-(trifluoromethyl)pyrimidin-2-yl]amino}-3-methoxybenzyl)phosphonate), NC1=C2C(C(=CN(C2=CC=C1)C)C)=O (5-amino-1,3-dimethylquinolin-4(1H)-one). Yields the product CN1C=C(C(C2=C(C=CC=C12)NC1=NC(=NC=C1C(F)(F)F)NC1=C(C=C(CP(OCC)(OCC)=O)C=C1)OC)=O)C (Diethyl [4-({4-[(1,3-dimethyl-4-oxo-1,4-dihydroquinolin-5-yl)amino]-5-(trifluoromethyl)pyrimidin-2-yl}amino)-3-methoxybenzyl]phosphonate). Reaction SMILES: NC1C=CC(F)=CC=1C(NC)=O.Cl[C:14]1[C:19]([C:20]([F:23])([F:22])[F:21])=[CH:18][N:17]=[C:16]([NH:24][C:25]2[CH:39]=[CH:38][C:28]([CH2:29][P:30](=[O:37])([O:34][CH2:35][CH3:36])[O:31][CH2:32][CH3:33])=[CH:27][C:26]=2[O:40][CH3:41])[N:15]=1.[NH2:42][C:43]1[CH:52]=[CH:51][CH:50]=[C:49]2[C:44]=1[C:45](=[O:55])[C:46]([CH3:54])=[CH:47][N:48]2[CH3:53]>>[CH3:53][N:48]1[C:49]2[C:44](=[C:43]([NH:42][C:14]3[C:19]([C:20]([F:21])([F:23])[F:22])=[CH:18][N:17]=[C:16]([NH:24][C:25]4[CH:39]=[CH:38][C:28]([CH2:29][P:30](=[O:37])([O:31][CH2:32][CH3:33])[O:34][CH2:35][CH3:36])=[CH:27][C:26]=4[O:40][CH3:41])[N:15]=3)[CH:52]=[CH:51][CH:50]=2)[C:45](=[O:55])[C:46]([CH3:54])=[CH:47]1. Procedure: The title compound was prepared according to Compound 102A using diethyl (4-{[4-chloro-5-(trifluoromethyl)pyrimidin-2-yl]amino}-3-methoxybenzyl)phosphonate (99.5 mg, 0.219 mmol) and 5-amino-1,3-dimethylquinolin-4(1H)-one (Compound 299A, 49.2 mg, 0.261 mmol). 1H NMR (400 MHz, DMSO-d6) δ ppm 14.66 (s, 1H), 8.88 (s, 1H), 8.60 (br s, 1H), 8.38 (s, 1H), 8.07 (s, 1H), 7.43-7.63 (m, 2H), 7.18 (d, J=8.6 Hz, 1H), 7.05 (s, 1H), 6.90 (d, J=7.8 Hz, 1H), 3.95-4.05 (m, 4H), 3.80 (s, 3H), 3.76 (s, 3H), 3.28 (d...